The task is: describe an organic reaction: reactants, conditions, products, and yield. This data is from the Open Reaction Database (ORD), a public repository of structured organic reaction records. Starting materials: CC(C)C[Al+]CC(C)C, CCCCCC, CCOC(=O)C(F)=CCCCCl, Cl, [H-]. Product: O=CC(F)=CCCCCl. RXN SMILES: [CH2:14]([Al+:15][CH2:16][CH:17]([CH3:18])[CH3:19])[CH:20]([CH3:21])[CH3:22].[CH3:24][CH2:25][CH2:26][CH2:27][CH2:28][CH3:29].[Cl:1][CH2:2][CH2:3][CH2:4][CH:5]=[C:6]([C:7](=[O:8])[O:9][CH2:10][CH3:11])[F:12].[ClH:23].[H-:13]>>[Cl:1][CH2:2][CH2:3][CH2:4][CH:5]=[C:6]([CH:7]=[O:8])[F:12]. The reactants are C1CCOC1, COc1cncnc1N1CCN(CCCc2c[nH]c3ccc(O)cc23)CC1, N#CCCl, ClCCl, [H-], [Na+]. The product is COc1cncnc1N1CCN(CCCc2c[nH]c3ccc(OCC#N)cc23)CC1. As a reaction SMILES: [CH2:34]1[O:35][CH2:36][CH2:37][CH2:38]1.[CH3:3][O:4][c:5]1[c:6]([N:11]2[CH2:12][CH2:13][N:14]([CH2:17][CH2:18][CH2:19][c:20]3[cH:21][nH:22][c:23]4[cH:24][cH:25][c:26]([OH:29])[cH:27][c:28]34)[CH2:15][CH2:16]2)[n:7][cH:8][n:9][cH:10]1.[Cl:30][CH2:31][C:32]#[N:33].[Cl:39][CH2:40][Cl:41].[H-:2].[Na+:1]>>[CH3:3][O:4][c:5]1[c:6]([N:11]2[CH2:12][CH2:13][N:14]([CH2:17][CH2:18][CH2:19][c:20]3[cH:21][nH:22][c:23]4[cH:24][cH:25][c:26]([O:29][CH2:31][C:32]#[N:33])[cH:27][c:28]34)[CH2:15][CH2:16]2)[n:7][cH:8][n:9][cH:10]1. The reactants are ClC1=CC=C(C=C1)C=1NC=CC1S(=O)(=O)C(F)(F)F (2-(p-chlorophenyl)-3-[(trifluoromethyl)sulfonyl]pyrrole), O (water), [N+](=O)(O)[O-] (nitric acid). The solvent is C(C)(=O)OC(C)=O (acetic anhydride). Reaction conditions: time 20 hour. Yields the product ethyl acetate hexanes, ClC1=CC=C(C=C1)C=1NC(=CC1S(=O)(=O)C(F)(F)F)[N+](=O)[O-] (2-(p-Chlorophenyl)-5-nitro-3-[(trifluoromethyl)sulfonyl]pyrrole). Yield: 37.5%. RXN SMILES: [Cl:1][C:2]1[CH:7]=[CH:6][C:5]([C:8]2[NH:9][CH:10]=[CH:11][C:12]=2[S:13]([C:16]([F:19])([F:18])[F:17])(=[O:15])=[O:14])=[CH:4][CH:3]=1.[N+:20]([O-])([OH:22])=[O:21].O>C(OC(=O)C)(=O)C>[Cl:1][C:2]1[CH:3]=[CH:4][C:5]([C:8]2[NH:9][C:10]([N+:20]([O-:22])=[O:21])=[CH:11][C:12]=2[S:13]([C:16]([F:17])([F:19])[F:18])(=[O:14])=[O:15])=[CH:6][CH:7]=1. Reported procedure: A solution of 2-(p-chlorophenyl)-3-[(trifluoromethyl)sulfonyl]pyrrole (1.0 g, 0.00323 mol) in acetic anhydride is cooled with an ice bath, treated with nitric acid (0.15 mL, 0.00329 mol), warmed to room temperature, stirred for 20 hours and poured into water. The mixture is decanted and the insolubles are dissolved in ethyl acetate. The ethyl acetate solution is washed with brine, dried over anhydrous magnesium sulfate and concentrated in vacuo to obtain an amber residue. Flash chromatography of... Reactants: CC(=O)N1CCC(=O)CC1, CCO, NC(=O)C(N)Cc1ccccc1. Yields the product CC(=O)N1CCC2(CC1)NC(=O)C(Cc1ccccc1)N2. Reaction SMILES: [C:1]([CH3:2])(=[O:3])[N:4]1[CH2:5][CH2:6][C:7](=[O:10])[CH2:8][CH2:9]1.[CH3:23][CH2:24][OH:25].[NH2:11][CH:12]([CH2:13][c:14]1[cH:15][cH:16][cH:17][cH:18][cH:19]1)[C:20](=[O:21])[NH2:22]>>[C:1]([CH3:2])(=[O:3])[N:4]1[CH2:5][CH2:6][C:7]2([CH2:8][CH2:9]1)[NH:11][CH:12]([CH2:13][c:14]1[cH:15][cH:16][cH:17][cH:18][cH:19]1)[C:20](=[O:21])[NH:22]2.